This data is from the Open Reaction Database (ORD), a public repository of structured organic reaction records. The task is: describe an organic reaction: reactants, conditions, products, and yield The reactants are Clc1ccccn1 (2-Chloropyridine), OB(O)c1cc2ccccc2o1 (2-benzofuranboronic acid). Reagents/catalysts: c1c2ccccc2ccc1 (Naphthelene), N\2=C1\N(CCCCC1)CCC/2 (DBU), CC(=O)C (acetone), O (water), CS(=O)(=O)O[Pd]c1ccccc1-c2ccccc2N.CC1(C)c2cccc(P(c3ccccc3)c4ccccc4)c2Oc5c(cccc15)P(c6ccccc6)c7ccccc7 (Pd G3 µ-OMS Pd G3 µ-OMS). Run in C1CCOC1 (THF), O (water), C1CCOC1 (THF), C1CCOC1 (THF), C1CCOC1 (THF), C1CCOC1 (THF). Reaction conditions: temperature 30 celsius, time 60 second. The product is C1(C2=CC(C=CC=C3)=C3O2)=CC=CN=C1 (3-(benzofuran-2-yl)pyridine). Isolated yield 0.2%. Run in CN(C=O)C (dimethylforamide), CN(C=O)C (dimethylforamide), O (water). Reaction conditions: time 8 hour. Reactants: ClCC(=O)OCC (ClCH2COOEt), C(C)(C)(C)OC(=O)N1CCN(CC1)C1=CC2=C(C(N1)=O)NC=N2 (4-(4-oxo-4,5-dihydro-3H-imidazo[4,5-c]pyridin-6-yl)piperazine-1-carboxylic acid tert-butyl ester), C([O-])([O-])=O.[K+].[K+] (potassium carbonate). Product: C(C)(C)(C)OC(=O)N1CCN(CC1)C1=CC2=C(C(N1)=O)N(C=N2)CC(=O)OCC (4-(3-ethoxycarbonylmethyl-4-oxo-4,5-dihydro-3H-imidazo[4,5-c]pyridin-6-yl)-piperazine-1-carboxylic acid tert-butyl ester). As a reaction SMILES: Cl[CH2:2][C:3]([O:5][CH2:6][CH3:7])=[O:4].[C:8]([O:12][C:13]([N:15]1[CH2:20][CH2:19][N:18]([C:21]2[NH:26][C:25](=[O:27])[C:24]3[NH:28][CH:29]=[N:30][C:23]=3[CH:22]=2)[CH2:17][CH2:16]1)=[O:14])([CH3:11])([CH3:10])[CH3:9].C(=O)([O-])[O-].[K+].[K+]>CN(C)C=O.O>[C:8]([O:12][C:13]([N:15]1[CH2:20][CH2:19][N:18]([C:21]2[NH:26][C:25](=[O:27])[C:24]3[N:28]([CH2:2][C:3]([O:5][CH2:6][CH3:7])=[O:4])[CH:29]=[N:30][C:23]=3[CH:22]=2)[CH2:17][CH2:16]1)=[O:14])([CH3:11])([CH3:9])[CH3:10] |f:2.3.4|. Procedure: ClCH2COOEt (1 equiv.) in dimethylforamide was added drop-wise to a solution of 4-(4-oxo-4,5-dihydro-3H-imidazo[4,5-c]pyridin-6-yl)piperazine-1-carboxylic acid tert-butyl ester, 3 and potassium carbonate (0.8 equiv.) in dimethylforamide. The solution was stirred overnight. The mixture was then diluted with water and extracted with methylene chloride. The combined organic layers were dried over magnesium sulfate, and the solvents were evaporated. The product was further purified over a silica colu... Reaction conditions: temperature 0 celsius. Product: CN1C=C(C=2C1=NC=CC2)C=O (1-methyl-1H-pyrrolo(2,3-b)pyridine-3-carbaldehyde). As a reaction SMILES: P(Cl)(Cl)(Cl)=O.[CH3:6][N:7]1[C:11]2=[N:12][CH:13]=[CH:14][CH:15]=[C:10]2[CH:9]=[CH:8]1.[C:16](=O)(O)[O-:17].[Na+]>CN(C=O)C>[CH3:6][N:7]1[C:11]2=[N:12][CH:13]=[CH:14][CH:15]=[C:10]2[C:9]([CH:16]=[O:17])=[CH:8]1 |f:2.3|. Starting materials: C([O-])(O)=O.[Na+] (sodium bicarbonate), P(=O)(Cl)(Cl)Cl (Phosphoryl chloride), CN1C=CC=2C1=NC=CC2 (1-methyl-1H-pyrrolo(2,3-b)pyridine). Solvent: ice water—a, CN(C)C=O (DMF), CN(C)C=O (DMF). Reported procedure: Phosphoryl chloride (5.15 ml, 55.3 mmol) was added dropwise to DMF (70 ml) under stirring at 0° C. After the reaction mixture was stirred at 0° C. for 10 minutes, a solution of 1-methyl-1H-pyrrolo(2,3-b)pyridine (4.87 g, 36.8 mmol) in DMF (5 ml) was added dropwise at the same temperature. After completion of the dropwise addition, the reaction mixture was stirred at 0° C. for 4 hours and at 60° C. for 3.5 hours. The reaction mixture was poured in ice water—a saturated aqueous solution of sodium ... The yield is 83.0%. The reactants are C1(=CC=CC=C1)NN (Phenyl hydrazine), O=C(C(=O)OC)CCC(=O)OC (dimethyl 2-oxoglutarate), C(C)(=O)O (acetic acid). Solvent: CO (methanol). Run at temperature 75 celsius. Product: COC(=O)C=1NC2=CC=CC=C2C1CC(=O)OC (Methyl 2-methoxycarbonyl-3-indoleacetate). As a reaction SMILES: [C:1]1([NH:7]N)[CH:6]=[CH:5][CH:4]=[CH:3][CH:2]=1.O=[C:10]([CH2:15][CH2:16][C:17]([O:19][CH3:20])=[O:18])[C:11]([O:13][CH3:14])=[O:12].C(O)(=O)C>CO>[CH3:20][O:19][C:17]([C:16]1[NH:7][C:1]2[C:6]([C:15]=1[CH2:10][C:11]([O:13][CH3:14])=[O:12])=[CH:5][CH:4]=[CH:3][CH:2]=2)=[O:18]. Procedure: Phenyl hydrazine (5.7 ml), dimethyl 2-oxoglutarate (10 g) and acetic acid (1.0 ml) in methanol (100 ml) were heated at reflux for 1 hour, then concentrated in in vacuo. The crude hydrazone (13 g) was dissolved in saturated methanolic hydrochloric acid (350 ml) and heated to 75° C. for 16 hours with continual stirring. The reaction was diluted with water (200 ml) and extracted with dichloromethane. Combined organic extracts were washed with saturated aqueous sodium hydrogencarbonate solution, wat...